Dataset: the Open Reaction Database (ORD), a public repository of structured organic reaction records. Task: describe an organic reaction: reactants, conditions, products, and yield Reactants: [BH4-], CC(=O)O, CCO, COc1cc(C=C[N+](=O)[O-])cc(OC)c1, [Na+], C1COCCO1. Product: COc1cc(CC[N+](=O)[O-])cc(OC)c1. Reaction SMILES: [BH4-:1].[CH3:21][C:22](=[O:23])[OH:24].[CH3:3][CH2:4][OH:5].[N+:6](=[O:7])([O-:8])[CH:9]=[CH:10][c:11]1[cH:12][c:13]([O:19][CH3:20])[cH:14][c:15]([O:17][CH3:18])[cH:16]1.[Na+:2].[O:25]1[CH2:26][CH2:27][O:28][CH2:29][CH2:30]1>>[N+:6](=[O:7])([O-:8])[CH2:9][CH2:10][c:11]1[cH:12][c:13]([O:19][CH3:20])[cH:14][c:15]([O:17][CH3:18])[cH:16]1. Starting materials: C(=O)(OCC1C2=CC=CC=C2C2=CC=CC=C12)N[C@@H](CC1=CNC2=CC=CC=C12)C(=O)O (Fmoc-L-tryptophan), [N+](=O)([O-])C1=C(C=CC=C1)SCl (2-nitrophenyl-sulfenylchloride), O (H2O), C(C)OCC (ethyl ether). Solvent: O1CCOCC1 (dioxane), O1CCOCC1 (dioxane), CC#N (CH3CN). Run at time 3 day. Yields the product N([C@@H](CC1=C(NC2=CC=CC=C12)SC1=CC=CC=C1[N+](=O)[O-])C(=O)O)C(=O)OCC1C2=CC=CC=C2C2=CC=CC=C12 (Fmoc-Trp(2-Nps)-OH). As a reaction SMILES: [C:1]([NH:18][C@H:19]([C:30]([OH:32])=[O:31])[CH2:20][C:21]1[C:29]2[C:24](=[CH:25][CH:26]=[CH:27][CH:28]=2)[NH:23][CH:22]=1)([O:3][CH2:4][CH:5]1[C:17]2[C:12](=[CH:13][CH:14]=[CH:15][CH:16]=2)[C:11]2[C:6]1=[CH:7][CH:8]=[CH:9][CH:10]=2)=[O:2].[N+:33]([C:36]1[CH:41]=[CH:40][CH:39]=[CH:38][C:37]=1[S:42]Cl)([O-:35])=[O:34].C(OCC)C.O>O1CCOCC1.CC#N>[NH:18]([C:1]([O:3][CH2:4][CH:5]1[C:6]2[C:11](=[CH:10][CH:9]=[CH:8][CH:7]=2)[C:12]2[C:17]1=[CH:16][CH:15]=[CH:14][CH:13]=2)=[O:2])[C@H:19]([C:30]([OH:32])=[O:31])[CH2:20][C:21]1[C:29]2[C:24](=[CH:25][CH:26]=[CH:27][CH:28]=2)[NH:23][C:22]=1[S:42][C:37]1[C:36]([N+:33]([O-:35])=[O:34])=[CH:41][CH:40]=[CH:39][CH:38]=1. Procedure: To a solution of 2.0 g (4.7 mmole) Fmoc-L-tryptophan in 12 ml dioxane, 0.87 g (4.6 mmole) of 2-nitrophenyl-sulfenylchloride (2-Nps-Cl) in 25 ml dioxane was added under stirring at room temperature. After standing for 3 days, 50 ml ethyl ether was added to the reaction mixture and the solvent was evaporated. The product was purified by chromatography on silica gel in solvent A (Solvent A=Chloroform:Ethanol:Neptane—1:1:1). Rf 0.43. After purification the product was obtained as a yellow-brown crys... Reactants: ClC=1C=2C=CC=CC2N=C2C=C3C(=CC12)C=CC=C3 (12-chloro-benz[b]acridine), [C-]#N.[K+] (potassium cyanide), [Cu]C#N (copper(I) cyanide). The solvent is CO (methanol). Conditions: temperature 160 celsius, time 4.5 hour. Product: C(#N)C=1C=2C=CC=CC2N=C2C=C3C(=CC12)C=CC=C3 (12-cyano-benz[b]acridine). Isolated yield 136.7%. Reaction SMILES: Cl[C:2]1[C:3]2[CH:4]=[CH:5][CH:6]=[CH:7][C:8]=2[N:9]=[C:10]2[C:15]=1[CH:14]=[C:13]1[CH:16]=[CH:17][CH:18]=[CH:19][C:12]1=[CH:11]2.[C-]#N.[K+].[Cu][C:24]#[N:25]>CO>[C:24]([C:2]1[C:3]2[CH:4]=[CH:5][CH:6]=[CH:7][C:8]=2[N:9]=[C:10]2[C:15]=1[CH:14]=[C:13]1[CH:16]=[CH:17][CH:18]=[CH:19][C:12]1=[CH:11]2)#[N:25] |f:1.2|. Procedure: A mixture of -12-chloro-benz[b]acridine (2.3 g, 8.68 mmol), potassium cyanide (620 mg, 9.55 mmol) and copper(I) cyanide (391 mg, 4.43 mmol) in anhydrous methanol (16 ml) was bubbled with nitrogen for 1 minute and then kept in a sealed tube. The mixture was heated at 160° C. with stirring for 4.5 hours and cooled. The red-brown mixture was evaporated and the residue was flash-chromatographed (W.C. still et al: J. Org. Chem., 43, 2923, (1978)) on a silica column (Baker silica gel, Cat# 7024-1) pac... Starting materials: COC(N=C(C(C1=C(C(=CC(=C1)CC)O)F)=NC1=CC(=C(C=C1)C#N)CNC(=O)OC(C)(C)C)SC)=O ({2-[3-(t-butoxycarbonylaminomethyl)-4-cyanophenylimino]-2-(5-ethyl-2-fluoro-3-hydroxyphenyl)-1-methylsulfanylethylidene}carbamic acid methyl ester), CN(C)C=O (DMF), C([O-])([O-])=O.[Cs+].[Cs+] (cesium carbonate), ICCO[Si](C(C)C)(C(C)C)C(C)C ((2-iodoethoxy)triisopropylsilane). Run in O (water), C(C)(=O)OCC (ethyl acetate). Reaction conditions: time 40 hour. The product is COC(N=C(C(C1=C(C(=CC(=C1)CC)OCCO[Si](C(C)C)(C(C)C)C(C)C)F)=NC1=CC(=C(C=C1)C#N)CNC(=O)OC(C)(C)C)SC)=O ({2-[3-(t-Butoxycarbonylaminomethyl)-4-cyanophenylimino]-2-[5-ethyl-2-fluoro-3-(2-triisopropylsilanyloxyethoxy)phenyl]-1-methylsulfanylethylidene}carbamic Acid Methyl Ester). RXN SMILES: [CH3:1][O:2][C:3](=[O:37])[N:4]=[C:5]([S:35][CH3:36])[C:6](=[N:17][C:18]1[CH:23]=[CH:22][C:21]([C:24]#[N:25])=[C:20]([CH2:26][NH:27][C:28]([O:30][C:31]([CH3:34])([CH3:33])[CH3:32])=[O:29])[CH:19]=1)[C:7]1[CH:12]=[C:11]([CH2:13][CH3:14])[CH:10]=[C:9]([OH:15])[C:8]=1[F:16].CN(C=O)C.C(=O)([O-])[O-].[Cs+].[Cs+].I[CH2:50][CH2:51][O:52][Si:53]([CH:60]([CH3:62])[CH3:61])([CH:57]([CH3:59])[CH3:58])[CH:54]([CH3:56])[CH3:55]>O.C(OCC)(=O)C>[CH3:1][O:2][C:3](=[O:37])[N:4]=[C:5]([S:35][CH3:36])[C:6](=[N:17][C:18]1[CH:23]=[CH:22][C:21]([C:24]#[N:25])=[C:20]([CH2:26][NH:27][C:28]([O:30][C:31]([CH3:32])([CH3:33])[CH3:34])=[O:29])[CH:19]=1)[C:7]1[CH:12]=[C:11]([CH2:13][CH3:14])[CH:10]=[C:9]([O:15][CH2:50][CH2:51][O:52][Si:53]([CH:57]([CH3:58])[CH3:59])([CH:54]([CH3:56])[CH3:55])[CH:60]([CH3:61])[CH3:62])[C:8]=1[F:16] |f:2.3.4|. Procedure details: To a mixture of {2-[3-(t-butoxycarbonylaminomethyl)-4-cyanophenylimino]-2-(5-ethyl-2-fluoro-3-hydroxyphenyl)-1-methylsulfanylethylidene}carbamic acid methyl ester (346 mg) and DMF (6 mL) there were added cesium carbonate (235 mg) and (2-iodoethoxy)triisopropylsilane [CAS No. 93550-77-7] (323 mg) in that order, under a nitrogen atmosphere The mixture was stirred for 40 hours at room temperature, and then ethyl acetate (200 mL) and water (50 mL) were added. The mixture was sufficiently shaken, and... Reactants: CC(=O)O, CN, CC(=O)CC12CCC(CC1)C2(C)C, CCO, O=[Pt]. Yields the product CNC(C)CC12CCC(CC1)C2(C)C. RXN SMILES: [CH3:14][C:15](=[O:16])[OH:17].[CH3:18][NH2:19].[CH3:1][C:2]1([CH3:13])[CH:3]2[CH2:4][CH2:5][C:6]1([CH2:9][C:10]([CH3:11])=[O:12])[CH2:7][CH2:8]2.[CH3:22][CH2:23][OH:24].[Pt:20]=[O:21]>>[CH3:1][C:2]1([CH3:13])[CH:3]2[CH2:4][CH2:5][C:6]1([CH2:9][CH:10]([CH3:11])[NH:19][CH3:18])[CH2:7][CH2:8]2. The reactants are C(CCC)=O (Butyraldehyde), C(C)(=O)O (acetic acid), C(C)(C)(C)OC(CNC1=C(C=C(C=C1)NS(=O)(=O)C1=CC=C(C=C1)F)N)=O ([2-amino-4-(4-fluoro-benzenesulfonylamino)-phenylamino]-acetic acid tert-butyl ester). Solvent: CCO (EtOH). Reaction conditions: temperature 70 celsius, time 8 hour. The product is C(C)(C)(C)OC(CN1C(=NC2=C1C=CC(=C2)NS(=O)(=O)C2=CC=C(C=C2)F)CCC)=O ([5-(4-Fluoro-benzenesulfonylamino)-2-propyl-benzoimidazol-1-yl]-acetic acid tert-butyl ester). RXN SMILES: [CH:1](=O)[CH2:2][CH2:3][CH3:4].C(O)(=O)C.[C:10]([O:14][C:15](=[O:36])[CH2:16][NH:17][C:18]1[CH:23]=[CH:22][C:21]([NH:24][S:25]([C:28]2[CH:33]=[CH:32][C:31]([F:34])=[CH:30][CH:29]=2)(=[O:27])=[O:26])=[CH:20][C:19]=1[NH2:35])([CH3:13])([CH3:12])[CH3:11]>CCO>[C:10]([O:14][C:15](=[O:36])[CH2:16][N:17]1[C:18]2[CH:23]=[CH:22][C:21]([NH:24][S:25]([C:28]3[CH:29]=[CH:30][C:31]([F:34])=[CH:32][CH:33]=3)(=[O:27])=[O:26])=[CH:20][C:19]=2[N:35]=[C:1]1[CH2:2][CH2:3][CH3:4])([CH3:13])([CH3:11])[CH3:12]. Procedure details: Butyraldehyde (3.8 mL, 41.8 mmol) and acetic acid (1.4 mL) were added to a solution of [2-amino-4-(4-fluoro-benzenesulfonylamino)-phenylamino]-acetic acid tert-butyl ester (12.5 g, 26.8 mmol) in EtOH (135 mL), and stirred overnight at 70° C. The reaction mixture was cooled to ambient temperature and concentrated under reduced pressure to give the crude sub-titled compound that was used without further purification. MS calculated for C22H26FN3O4S—H: 446, observed: 446. Reactants: O (water), ClC1=NC=C(C(=N1)N(C)CC)Cl (2,5-dichloro-N-ethyl-N-methylpyrimidin-4-amine), [N+](=O)([O-])C1=CC(=C(C=C1C)O)C (4-nitro-2,5-dimethylphenol), C([O-])([O-])=O.[K+].[K+] (potassium carbonate). Solvent: CN(C)C=O (DMF). Product: ClC=1C(=NC(=NC1)OC1=C(C=C(C(=C1)C)[N+](=O)[O-])C)N(C)CC (5-chloro-2-(2,5-dimethyl-4-nitrophenoxy)-N-ethyl-N-methylpyrimidin-4-amine). As a reaction SMILES: Cl[C:2]1[N:7]=[C:6]([N:8]([CH2:10][CH3:11])[CH3:9])[C:5]([Cl:12])=[CH:4][N:3]=1.[N+:13]([C:16]1[C:21]([CH3:22])=[CH:20][C:19]([OH:23])=[C:18]([CH3:24])[CH:17]=1)([O-:15])=[O:14].C(=O)([O-])[O-].[K+].[K+].O>CN(C=O)C>[Cl:12][C:5]1[C:6]([N:8]([CH2:10][CH3:11])[CH3:9])=[N:7][C:2]([O:23][C:19]2[CH:20]=[C:21]([CH3:22])[C:16]([N+:13]([O-:15])=[O:14])=[CH:17][C:18]=2[CH3:24])=[N:3][CH:4]=1 |f:2.3.4|. Procedure details: A solution of 16.8 g (40 mmol) 2,5-dichloro-N-ethyl-N-methylpyrimidin-4-amine, 7.35 g 4-nitro-2,5-dimethylphenol (44 mmol) and 8.29 g potassium carbonate (60 mmol) in 70 ml DMF were stirred for 20 hrs at 100° C. After adding the mixture to 150 ml water the resulting suspension was extracted twice with 50 ml dichloromethane. The combined organic layers were washed with aqueous solution of sodium hydroxide. The organic layer was dried over magnesium sulfate, concentrated in vacuo and column chroma... Starting materials: [NH4+].[Cl-] (NH4Cl), N[C@H]1CC[C@H](C2=CC=CC=C12)O ((1R,4S)-4-Amino-1,2,3,4-tetrahydro-naphthalen-1-ol), [H-].[Na+] (sodium hydride), FC=1C=CC=2N(C1)C(=NN2)[C@H]2N(CCC2)C (6-Fluoro-3-((S)-1-methyl-pyrrolidin-2-yl)-[1,2,4]triazolo[4,3-a]pyridine). The solvent is CN(C)C=O (DMF). Conditions: temperature 60 celsius, time 15 minute. The product is CN1[C@@H](CCC1)C1=NN=C2N1C=C(C=C2)O[C@@H]2CC[C@@H](C1=CC=CC=C21)N ((1S,4R)-4-[3-((S)-1-Methyl-pyrrolidin-2-yl)-[1,2,4]triazolo[4,3-a]pyridin-6-yloxy]-1,2,3,4-tetrahydro-naphthalen-1-ylamine). Yield: 36.8%. RXN SMILES: [NH2:1][C@@H:2]1[C:11]2[C:6](=[CH:7][CH:8]=[CH:9][CH:10]=2)[C@H:5]([OH:12])[CH2:4][CH2:3]1.[H-].[Na+].F[C:16]1[CH:17]=[CH:18][C:19]2[N:20]([C:22]([C@@H:25]3[CH2:29][CH2:28][CH2:27][N:26]3[CH3:30])=[N:23][N:24]=2)[CH:21]=1.[NH4+].[Cl-]>CN(C=O)C>[CH3:30][N:26]1[CH2:27][CH2:28][CH2:29][C@H:25]1[C:22]1[N:20]2[CH:21]=[C:16]([O:12][C@H:5]3[C:6]4[C:11](=[CH:10][CH:9]=[CH:8][CH:7]=4)[C@@H:2]([NH2:1])[CH2:3][CH2:4]3)[CH:17]=[CH:18][C:19]2=[N:24][N:23]=1 |f:1.2,4.5|. Procedure details: Intermediate A (128 mg, 0.77 mmol) was added portionwise to a suspension of sodium hydride (60% in mineral oil, 92 mg, 2.30 mmol) in dry DMF (3 mL) at RT and stirred for 15 mins. Intermediate 5b (169 mg, 0.77 mmol) was then added in one portion and the mixture heated at 60° C. for 4 h. After cooling, saturated NH4Cl (ca 0.2 mL) was added. The mixture was partitioned between water (10 mL) and ethyl acetate (3×10 mL). The aqueous phase was concentrated in vacuo and the residue purified by SCX-2, e... Reactants: O=C(O)c1c(Cl)cc(C(F)(F)F)cc1Cl, NC1CCCC1N1CCCC1. Product: O=C(NC1CCCC1N1CCCC1)c1c(Cl)cc(C(F)(F)F)cc1Cl. Reaction SMILES: [Cl:12][c:13]1[c:14]([C:15](=[O:16])[OH:17])[c:18]([Cl:26])[cH:19][c:20]([C:22]([F:23])([F:24])[F:25])[cH:21]1.[N:1]1([CH:6]2[CH:7]([NH2:11])[CH2:8][CH2:9][CH2:10]2)[CH2:2][CH2:3][CH2:4][CH2:5]1>>[N:1]1([CH:6]2[CH:7]([NH:11][C:15]([c:14]3[c:13]([Cl:12])[cH:21][c:20]([C:22]([F:23])([F:24])[F:25])[cH:19][c:18]3[Cl:26])=[O:16])[CH2:8][CH2:9][CH2:10]2)[CH2:2][CH2:3][CH2:4][CH2:5]1. Reactants: N1C=CC2=CC(=CC=C12)N1CCN(CC1)CC(=O)N(CCC)C1CC2=CC(=CC=C2CC1)OC (2-[4-(1H-Indol-5-yl)-piperazin-1-yl]-N-(7-methoxy-1,2,3,4-tetrahydro-naphthalen-2-yl)-N-propyl-acetamide), B.C1CCOC1 (BH3.THF), CO (methanol). Run in C1CCOC1 (THF). Yields the product N1C=CC2=CC(=CC=C12)N1CCN(CC1)CCN(C1CCC=2C=CC(=CC2C1)O)CCC (7-((2-(4-(1H-indol-5-yl)piperazin-1-yl)ethyl)(propyl)amino)-5,6,7,8-tetrahydro-naphthalen-2-ol). Isolated yield 9.4%. Reaction SMILES: [NH:1]1[C:9]2[C:4](=[CH:5][C:6]([N:10]3[CH2:15][CH2:14][N:13]([CH2:16][C:17]([N:19]([CH:23]4[CH2:32][CH2:31][C:30]5[C:25](=[CH:26][C:27]([O:33]C)=[CH:28][CH:29]=5)[CH2:24]4)[CH2:20][CH2:21][CH3:22])=O)[CH2:12][CH2:11]3)=[CH:7][CH:8]=2)[CH:3]=[CH:2]1.B.C1COCC1.CO>C1COCC1>[NH:1]1[C:9]2[C:4](=[CH:5][C:6]([N:10]3[CH2:11][CH2:12][N:13]([CH2:16][CH2:17][N:19]([CH2:20][CH2:21][CH3:22])[CH:23]4[CH2:24][C:25]5[CH:26]=[C:27]([OH:33])[CH:28]=[CH:29][C:30]=5[CH2:31][CH2:32]4)[CH2:14][CH2:15]3)=[CH:7][CH:8]=2)[CH:3]=[CH:2]1 |f:1.2|. Reported procedure: To a stirring cold solution of compound 51 (220 mg, 0.492 mmol) in dry THF was added BH3.THF (211 mg, 2.46 mmol) and the reaction mixture was refluxed overnight. After cooling the reaction mixture to room temperature, 1 ml of methanol was added and the solvent was evaporated. The residue was dissolved in 15 ml of conc. HBr and refluxed for 1 h. The solvent was evaporated and the crude product was dissolved in dichloromethane (50 ml). The organic layer was washed with saturated NaHCO3 (30 ml) and...